From a dataset of the Open Reaction Database (ORD), a public repository of structured organic reaction records. describe an organic reaction: reactants, conditions, products, and yield Reactants: CON=C1CN(Cc2ccccc2)CC12CN(C)C2, CO, [H][H]. Product: CON=C1CNCC12CN(C)C2. As a reaction SMILES: [CH2:1]([c:2]1[cH:3][cH:4][cH:5][cH:6][cH:7]1)[N:8]1[CH2:9][C:10]2([CH2:11][N:12]([CH3:14])[CH2:13]2)[C:15](=[N:17][O:18][CH3:19])[CH2:16]1.[CH3:22][OH:23].[H:20][H:21]>>[NH:8]1[CH2:9][C:10]2([CH2:11][N:12]([CH3:14])[CH2:13]2)[C:15](=[N:17][O:18][CH3:19])[CH2:16]1. Starting materials: CC(=C)C1=CC=CC=C1 (α-methyl styrene), C(=C)(C)C1=C(C=CC=C1)C (isopropenyltoluene), C1(=CC=CC=C1)C (toluene). Solvent: CC(=O)C (acetone). The product is CC(=C)C1=CC=CC=C1.C(=C)(C)C1=C(C=CC=C1)C (α-methylstyrene isopropenyltoluene). As a reaction SMILES: [CH3:1][C:2]([C:4]1[CH:9]=[CH:8][CH:7]=[CH:6][CH:5]=1)=[CH2:3].[C:10]([C:13]1[CH:18]=[CH:17][CH:16]=[CH:15][C:14]=1[CH3:19])([CH3:12])=[CH2:11].C1(C)C=CC=CC=1>CC(C)=O>[CH3:3][C:2]([C:4]1[CH:9]=[CH:8][CH:7]=[CH:6][CH:5]=1)=[CH2:1].[C:10]([C:13]1[CH:18]=[CH:17][CH:16]=[CH:15][C:14]=1[CH3:19])([CH3:12])=[CH2:11] |f:4.5|. Procedure: 250 g α-methyl styrene (99.8% purity), 250 g isopropenyltoluene, and 500 g toluene were introduced into a three-mouthed flask, and mixed while boron trifluoride phenol complex was slowly added, and the material was then cooled under dry ice and acetone solvent and reacted for 3 hr at 20° C. Next, alkali was added to inactivate and remove the catalyst, and concentrated to remove the solvent and unreacted monomer, and α-methylstyrene-isopropenyltoluene copolymer was obtained as a residue. This pol... Starting materials: [N+](=O)([O-])C=1C=C(OC2=C3C(=NC=C2)NC=C3)C=CC1[N+](=O)[O-] (4-(3,4-dinitro-phenoxy)-1H-pyrrolo[2,3-b]pyridine). Reagents/catalysts: [Pd] (Pd/C). Solvent: CCO.CCOC(=O)C (EtOH EtOAc). Product: N1C=CC=2C1=NC=CC2OC=2C=C(C(=CC2)N)N (4-(1H-pyrrolo[2,3-b]pyridin-4-yloxy)-benzene-1,2-diamine). As a reaction SMILES: [N+:1]([C:4]1[CH:5]=[C:6]([CH:17]=[CH:18][C:19]=1[N+:20]([O-])=O)[O:7][C:8]1[CH:13]=[CH:12][N:11]=[C:10]2[NH:14][CH:15]=[CH:16][C:9]=12)([O-])=O>[Pd].CCO.CCOC(C)=O>[NH:14]1[C:10]2=[N:11][CH:12]=[CH:13][C:8]([O:7][C:6]3[CH:5]=[C:4]([NH2:1])[C:19]([NH2:20])=[CH:18][CH:17]=3)=[C:9]2[CH:16]=[CH:15]1 |f:2.3|. Reported procedure: A solution of 4-(3,4-dinitro-phenoxy)-1H-pyrrolo[2,3-b]pyridine (Step C, 0.284 g, 0.95 mmol) in a 2/1 EtOH/EtOAc (30 mL) mixture with a catalytic amount of 10% Pd/C was stirred under H2 at RT and atmospheric pressure. The catalyst was removed by filtration and the solvents were removed under vacuum. The crude material was purified on silica gel using a CH2Cl2/EtOH/NH4OH gradient (100/0/0 to 90/10/1) to give 4-(1H-pyrrolo[2,3-b]pyridin-4-yloxy)-benzene-1,2-diamine. Starting materials: [H-].[Al+3].[Li+].[H-].[H-].[H-] (lithium aluminium hydride), C(C)(=O)NCC1(CCCCC1)N1CCN(CC1)C (1-[1-(Acetamidomethyl)cyclohexyl]-4-methyl piperazine), O (water), [H-].[H-].[H-].[H-].[Li+].[Al+3] (LiAlH4). Run in O1CCCC1 (tetrahydrofuran), O1CCCC1 (tetrahydrofuran). Reaction conditions: time 8 hour. The product is C(C)NCC1(CCCCC1)N1CCN(CC1)C (1-[1-(Ethylaminomethyl)cyclohexyl]-4-methyl piperazine). As a reaction SMILES: [H-].[Al+3].[Li+].[H-].[H-].[H-].[C:7]([NH:10][CH2:11][C:12]1([N:18]2[CH2:23][CH2:22][N:21]([CH3:24])[CH2:20][CH2:19]2)[CH2:17][CH2:16][CH2:15][CH2:14][CH2:13]1)(=O)[CH3:8].O>O1CCCC1>[CH2:7]([NH:10][CH2:11][C:12]1([N:18]2[CH2:19][CH2:20][N:21]([CH3:24])[CH2:22][CH2:23]2)[CH2:17][CH2:16][CH2:15][CH2:14][CH2:13]1)[CH3:8] |f:0.1.2.3.4.5|. Reported procedure: To a stirred solution of lithium aluminium hydride (3 g.,) in dry tetrahydrofuran (40 ml) was added a solution of 1-[1-(Acetamidomethyl)cyclohexyl]-4-methyl piperazine (3 g.,) in dry tetrahydrofuran (40 ml) dropwise. The stirring was continued overnight, the suspension was heated under reflux for a further 6 hrs. and the excess LiAlH4 neutralised with water. The mixture was filtered and the filtrate was dried (anhyd. Na2SO4) and evaporated to an oil, which was micro distilled to give 1-[1-(Ethyl... Starting materials: C1(=CC=CC=C1)CC1C(CCCC1)=CC(=O)O (2-phenylmethyl-1-carboxymethylenecyclohexane), NCCS (2-aminoethanethiol). The solvent is CN(C=O)C (N,N-dimethylformamide), C(C)(=O)OCC (ethyl acetate). Conditions: temperature 0 celsius. Product: C1(=CC=CC=C1)CC1CCCCC12SCCNC(C2)=O (1-phenylmethyl-11-oxo-7-thia-10-azaspiro[5.6]dodecane). Isolated yield 52.5%. Reaction SMILES: [C:1]1([CH2:7][CH:8]2[CH2:13][CH2:12][CH2:11][CH2:10][C:9]2=[CH:14][C:15]([OH:17])=O)[CH:6]=[CH:5][CH:4]=[CH:3][CH:2]=1.[NH2:18][CH2:19][CH2:20][SH:21]>CN(C)C=O.C(OCC)(=O)C>[C:1]1([CH2:7][CH:8]2[C:9]3([CH2:14][C:15](=[O:17])[NH:18][CH2:19][CH2:20][S:21]3)[CH2:10][CH2:11][CH2:12][CH2:13]2)[CH:2]=[CH:3][CH:4]=[CH:5][CH:6]=1. Reported procedure: A mixture of 2-phenylmethyl-1-carboxymethylenecyclohexane (10 g) and 2-aminoethanethiol (10 g) in N,N-dimethylformamide (10 ml) was refluxed for 20 hours under nitrogen atmosphere. The mixture was cooled to 0° C. and diluted with ethyl acetate (100 ml), and the mixture was washed with 1N hydrochloric acid (100 ml), water (100 ml), a saturated aqueous solution of sodium bicarbonte (100 ml) and brine (100 ml). The organic layer was dried over magnesium sulfate and concentrated in vacuo. The residu...